Dataset: the Open Reaction Database (ORD), a public repository of structured organic reaction records. Task: describe an organic reaction: reactants, conditions, products, and yield Reactants: CCOC(=O)c1ccc(C=O)[nH]1, CCO, CC(=O)[O-], Cl, NO, [Na+], O. The product is CCOC(=O)c1ccc(C=NO)[nH]1. Reaction SMILES: [CH2:1]([CH3:2])[O:3][C:4](=[O:5])[c:6]1[nH:7][c:8]([CH:11]=[O:12])[cH:9][cH:10]1.[CH3:16][CH2:17][OH:18].[CH3:20][C:21](=[O:22])[O-:23].[ClH:13].[NH2:14][OH:15].[Na+:19].[OH2:24]>>[CH2:1]([CH3:2])[O:3][C:4](=[O:5])[c:6]1[nH:7][c:8]([CH:11]=[N:14][OH:15])[cH:9][cH:10]1.